This data is from the Open Reaction Database (ORD), a public repository of structured organic reaction records. The task is: describe an organic reaction: reactants, conditions, products, and yield The reactants are ClC1=C(C(=O)C=2N(C=CC2)NC(OCC)=O)C=CC=C1 ([2-(2-Chlorobenzoyl)-1H-pyrrol-1-yl]-carbamic acid, ethyl ester), C([O-])([O-])=O.[Na+].[Na+] (sodium carbonate), CI (methyl iodide). The solvent is CN(C)C=O (DMF). Reaction conditions: time 78 hour. The product is ClC1=C(C(=O)C=2N(C=CC2)N(C(OCC)=O)C)C=CC=C1 ([2-(2-Chlorobenzoyl)-1H-pyrrol-1-yl]-methyl-carbamic acid, ethyl ester). Yield: 65.1%. As a reaction SMILES: [Cl:1][C:2]1[CH:20]=[CH:19][CH:18]=[CH:17][C:3]=1[C:4]([C:6]1[N:7]([NH:11][C:12](=[O:16])[O:13][CH2:14][CH3:15])[CH:8]=[CH:9][CH:10]=1)=[O:5].[C:21](=O)([O-])[O-].[Na+].[Na+].CI>CN(C=O)C>[Cl:1][C:2]1[CH:20]=[CH:19][CH:18]=[CH:17][C:3]=1[C:4]([C:6]1[N:7]([N:11]([CH3:21])[C:12](=[O:16])[O:13][CH2:14][CH3:15])[CH:8]=[CH:9][CH:10]=1)=[O:5] |f:1.2.3|. Procedure details: [2-(2-Chlorobenzoyl)-1H-pyrrol-1-yl]-carbamic acid, ethyl ester (22 g, 75.1 mmol), sodium carbonate (16.0 g, 0.112 mol) and methyl iodide (13 g, 0.122 mol) were added to 100 ml of dry DMF and the mixture stirred at ambient temperature for 78 hours. The reaction was quenched with 1 liter of H2O and extracted with five 200 ml portions of diethyl ether. The combined extracts were washed with water and brine, dried (MgSO4), filtered, and evaporated to give 15 g of solid. This solid was purified by H... Starting materials: CCN=C=NCCCN(C)C, CCN(C(C)C)C(C)C, Cl, Cl, COc1ccc(Br)cc1NC1CCN(C(=O)CN)CC1, CN(C)C=O, O, On1nnc2ccccc21, O=C(O)CNC(=O)c1cc(-c2ccccc2)[nH]n1. RXN SMILES: [CH3:38][CH2:39][N:40]=[C:41]=[N:42][CH2:43][CH2:44][CH2:45][N:46]([CH3:47])[CH3:48].[CH:1]([N:2]([CH2:3][CH3:4])[CH:5]([CH3:6])[CH3:7])([CH3:8])[CH3:9].[ClH:49].[ClH:50].[NH2:51][CH2:52][C:53](=[O:54])[N:55]1[CH2:56][CH2:57][CH:58]([NH:61][c:62]2[c:63]([O:69][CH3:70])[cH:64][cH:65][c:66]([Br:68])[cH:67]2)[CH2:59][CH2:60]1.[O:71]=[CH:72][N:73]([CH3:74])[CH3:75].[OH2:76].[OH:28][n:29]1[c:30]2[c:31]([cH:32][cH:33][cH:34][cH:35]2)[n:36][n:37]1.[c:10]1(-[c:16]2[cH:17][c:18]([C:21](=[O:22])[NH:23][CH2:24][C:25](=[O:26])[OH:27])[n:19][nH:20]2)[cH:11][cH:12][cH:13][cH:14][cH:15]1>>[c:10]1(-[c:16]2[cH:17][c:18]([C:21](=[O:22])[NH:23][CH2:24][C:25](=[O:27])[N:55]3[CH2:56][CH2:57][CH:58]([NH:61][c:62]4[c:63]([O:69][CH3:70])[cH:64][cH:65][c:66]([Br:68])[cH:67]4)[CH2:59][CH2:60]3)[n:19][nH:20]2)[cH:11][cH:12][cH:13][cH:14][cH:15]1. The product is COc1ccc(Br)cc1NC1CCN(C(=O)CNC(=O)c2cc(-c3ccccc3)[nH]n2)CC1. The reactants are C(C)(C)(C)C=1C=C(C(=C(C1)NC(=O)C1=CC2=C(S1)C(=CC=C2)NC(C2=CN=C(C=C2)NCC2=CC=C(C=C2)OC)=O)OC)NS(=O)(=O)C (N-[2-(5-tert-Butyl-3-methanesulfonylamino-2-methoxy-phenylcarbamoyl)-benzo[b]thiophen-7-yl]-6-(4-methoxy-benzylamino)-nicotinamide). Run in FC(C(=O)O)(F)F (trifluoroacetic acid). Reaction conditions: temperature 75 celsius. The product is NC1=NC=C(C(=O)NC2=CC=CC3=C2SC(=C3)C(NC3=C(C(=CC(=C3)C(C)(C)C)NS(=O)(=O)C)OC)=O)C=C1 (6-amino-N-[2-(5-tert-butyl-3-methanesulfonylamino-2-methoxy-phenylcarbamoyl)-benzo[b]thiophen-7-yl]-nicotinamide). Yield: 84.8%. As a reaction SMILES: [C:1]([C:5]1[CH:6]=[C:7]([NH:44][S:45]([CH3:48])(=[O:47])=[O:46])[C:8]([O:42][CH3:43])=[C:9]([NH:11][C:12]([C:14]2[S:18][C:17]3[C:19]([NH:23][C:24](=[O:41])[C:25]4[CH:30]=[CH:29][C:28]([NH:31]CC5C=CC(OC)=CC=5)=[N:27][CH:26]=4)=[CH:20][CH:21]=[CH:22][C:16]=3[CH:15]=2)=[O:13])[CH:10]=1)([CH3:4])([CH3:3])[CH3:2]>FC(F)(F)C(O)=O>[NH2:31][C:28]1[CH:29]=[CH:30][C:25]([C:24]([NH:23][C:19]2[C:17]3[S:18][C:14]([C:12](=[O:13])[NH:11][C:9]4[CH:10]=[C:5]([C:1]([CH3:3])([CH3:4])[CH3:2])[CH:6]=[C:7]([NH:44][S:45]([CH3:48])(=[O:47])=[O:46])[C:8]=4[O:42][CH3:43])=[CH:15][C:16]=3[CH:22]=[CH:21][CH:20]=2)=[O:41])=[CH:26][N:27]=1. Procedure details: To N-[2-(5-tert-Butyl-3-methanesulfonylamino-2-methoxy-phenylcarbamoyl)-benzo[b]thiophen-7-yl]-6-(4-methoxy-benzylamino)-nicotinamide (Example 1) (20 mg) in a sealed tube was added 90 μL of trifluoroacetic acid. The clear solution was purged with Ar and then heated to 75° C. in a sealed tube 12 h. The reaction was cooled to room temperature and diluted with toluene to remove excess trifluoroacetic acid in vacuo. The resulting trifluoroacetic acid salt of the desired product was dissolved in EtOA...